This data is from the Open Reaction Database (ORD), a public repository of structured organic reaction records. The task is: describe an organic reaction: reactants, conditions, products, and yield Starting materials: C(C)(=O)[O-].[Na+] (sodium acetate), Cl.N(N)C1CCC(CC1)O (4-hydrazino-cyclohexanol hydrochloride), C(C)OC(C(C(C(F)(F)F)=O)=CN(C)C)=O (2-dimethylaminomethylene-4,4,4-trifluoro-3-oxo-butyric acid ethyl ester). The solvent is C(C)O (ethanol). Conditions: temperature 70 celsius. Product: C(C)OC(=O)C=1C=NN(C1C(F)(F)F)[C@@H]1CC[C@@H](CC1)O (cis-1-(4-hydroxy-cyclohexyl)-5-trifluoromethyl-1H-pyrazole-4-carboxylic acid ethyl ester), C(C)OC(=O)C=1C=NN(C1C(F)(F)F)[C@@H]1CC[C@H](CC1)O (trans-1-(4-hydroxy-cyclohexyl)-5-trifluoromethyl-1H-pyrazole-4-carboxylic acid ethyl ester). Yield: 18.0%. RXN SMILES: Cl.[NH:2]([CH:4]1[CH2:9][CH2:8][CH:7]([OH:10])[CH2:6][CH2:5]1)[NH2:3].[CH2:11]([O:13][C:14](=[O:26])[C:15](=[CH:22][N:23](C)C)[C:16](=O)[C:17]([F:20])([F:19])[F:18])[CH3:12].C([O-])(=O)C.[Na+]>C(O)C>[CH2:11]([O:13][C:14]([C:15]1[CH:22]=[N:3][N:2]([C@H:4]2[CH2:9][CH2:8][C@@H:7]([OH:10])[CH2:6][CH2:5]2)[C:16]=1[C:17]([F:18])([F:19])[F:20])=[O:26])[CH3:12].[CH2:11]([O:13][C:14]([C:15]1[CH:22]=[N:23][N:2]([C@H:4]2[CH2:9][CH2:8][C@H:7]([OH:10])[CH2:6][CH2:5]2)[C:16]=1[C:17]([F:20])([F:19])[F:18])=[O:26])[CH3:12] |f:0.1,3.4|. Procedure: 4-Hydrazino-cyclohexanol, hydrochloride (0.255 g, 1.53 mmol, prepared in Example 67, Step 2), 2-dimethylaminomethylene-4,4,4-trifluoro-3-oxo-butyric acid ethyl ester (0.272 g, 1.14 mmol) and anhydrous sodium acetate (0.256 g, 3.12 mmol) were combined in ethanol (2.0 mL) and heated at 70° C. under argon for 14 hours. After cooling to room temperature, the reaction mixture was partitioned between methylene chloride and water. The aqueous phase was washed a second time with methylene chloride. The ... Yields the product CCc1cc(-c2ccc(C=NO)o2)c(C)[nH]c1=O. RXN SMILES: [CH2:1]([CH3:2])[c:3]1[cH:4][c:5](-[c:11]2[cH:12][cH:13][c:14]([CH:16]=[O:17])[o:15]2)[c:6]([CH3:10])[nH:7][c:8]1=[O:9].[NH2:18][OH:19]>>[CH2:1]([CH3:2])[c:3]1[cH:4][c:5](-[c:11]2[cH:12][cH:13][c:14]([CH:16]=[N:18][OH:19])[o:15]2)[c:6]([CH3:10])[nH:7][c:8]1=[O:9]. The reactants are CCc1cc(-c2ccc(C=O)o2)c(C)[nH]c1=O, NO. The reactants are C1(CCCCC1)C=1C2=C(NC1C1=CC=CC=C1)C=C(S2)C(=O)OC (methyl 6-cyclohexyl-5-phenyl-4H-thieno[3,2-b]pyrrole-2-carboxylate), [OH-].[Na+] (NaOH). Run in C1CCOC1.CO (THF MeOH). Yields the product C1(CCCCC1)C=1C2=C(NC1C1=CC=CC=C1)C=C(S2)C(=O)O (6-cyclohexyl-5-phenyl-4H-thieno[3,2-b]pyrrole-2-carboxylic acid). Isolated yield 93.0%. As a reaction SMILES: [CH:1]1([C:7]2[C:8]3[S:20][C:19]([C:21]([O:23]C)=[O:22])=[CH:18][C:9]=3[NH:10][C:11]=2[C:12]2[CH:17]=[CH:16][CH:15]=[CH:14][CH:13]=2)[CH2:6][CH2:5][CH2:4][CH2:3][CH2:2]1.[OH-].[Na+]>C1COCC1.CO>[CH:1]1([C:7]2[C:8]3[S:20][C:19]([C:21]([OH:23])=[O:22])=[CH:18][C:9]=3[NH:10][C:11]=2[C:12]2[CH:13]=[CH:14][CH:15]=[CH:16][CH:17]=2)[CH2:2][CH2:3][CH2:4][CH2:5][CH2:6]1 |f:1.2,3.4|. Procedure details: A solution (0.07 M) of methyl 6-cyclohexyl-5-phenyl-4H-thieno[3,2-b]pyrrole-2-carboxylate in THF/MeOH (1:1) was treated with aqueous NaOH (2 N solution, 15 eq.). The mixture was heated to reflux for 90 min then concentrated and acidified to pH 1 with aqueous HCl (6 N) and extracted with AcOEt. The combined organic phase was washed with brine then dried and concentrated to give the title compound (93%) as a solid. Reactants: CC(C)(C)N(C([O-])=O)[C@@H](C(=O)NC=1C=NC(=CC1)OC1=CC(=CC=C1)C(C)C)C (1,1-dimethylethyl{(1R)-1-methyl-2-[(6-{[3-(1-methylethyl)phenyl]oxy}-3-pyridinyl)amino]-2-oxoethyl}carbamate), CC(C)(C)N(C([O-])=O)[C@@H](C(=O)NC=1C=NC(=CC1)OC1=CC(=CC=C1)C(C)C)C (1,1-dimethylethyl{(1R)-1-methyl-2-[(6-{[3-(1-methylethyl)phenyl]oxy}-3-pyridinyl)amino]-2-oxoethyl}carbamate), C(=O)(C(F)(F)F)O (TFA). The solvent is ClCCl (dichloromethane). Reaction conditions: temperature 0 celsius, time 3 hour. The product is CC(C)C=1C=C(C=CC1)OC1=CC=C(C=N1)NC([C@H](N)C)=O (N1-(6-{[3-(1-methylethyl)phenyl]oxy}-3-pyridinyl)-D-alaninamide). Yield: 90.3%. As a reaction SMILES: CC([N:5]([C@H:9]([CH3:29])[C:10]([NH:12][C:13]1[CH:14]=[N:15][C:16]([O:19][C:20]2[CH:25]=[CH:24][CH:23]=[C:22]([CH:26]([CH3:28])[CH3:27])[CH:21]=2)=[CH:17][CH:18]=1)=[O:11])C(=O)[O-])(C)C.C(O)(C(F)(F)F)=O>ClCCl>[CH3:28][CH:26]([C:22]1[CH:21]=[C:20]([O:19][C:16]2[N:15]=[CH:14][C:13]([NH:12][C:10](=[O:11])[C@@H:9]([CH3:29])[NH2:5])=[CH:18][CH:17]=2)[CH:25]=[CH:24][CH:23]=1)[CH3:27]. Procedure: 1,1-dimethylethyl{(1R)-1-methyl-2-[(6-{[3-(1-methylethyl)phenyl]oxy}-3-pyridinyl)amino]-2-oxoethyl}carbamate (Intermediate 25, 56 mg) was dissolved in 3 mL of dry dichloromethane. To this solution at 0° C. were added dropwise 30 equivalents of TFA (0.324 mL). The reaction was stirred at 0° C. for 3 hours. The reaction mixture was evaporated. The crude obtained was purified by SCX on a 5 g cartridge. 3 CV of methanol were used first, then the residue was adsorbed on the cartridge, washed with 5 C... Starting materials: C1CCOC1, COC(=O)CCC1=CCNC1=O, COS(=O)(=O)OC, C[Si](C)(C)[N-][Si](C)(C)C, [Cl-], [NH4+], [Na+]. The product is COC(=O)CCC1=CCN(C)C1=O. RXN SMILES: [CH2:11]1[O:12][CH2:13][CH2:14][CH2:15]1.[CH3:16][O:17][C:18]([CH2:19][CH2:20][C:21]1=[CH:25][CH2:24][NH:23][C:22]1=[O:26])=[O:27].[CH3:28][O:29][S:30]([O:31][CH3:32])(=[O:33])=[O:34].[CH3:2][Si:3]([N-:4][Si:5]([CH3:6])([CH3:7])[CH3:8])([CH3:9])[CH3:10].[Cl-:35].[NH4+:36].[Na+:1]>>[CH3:11][N:23]1[C:22](=[O:26])[C:21]([CH2:20][CH2:19][C:18]([O:17][CH3:16])=[O:27])=[CH:25][CH2:24]1. Reactants: COc1cc(CC(C)=O)ccc1OCCCBr, CC#N, Fc1ccc2c(C3CCNCC3)noc2c1. Yields the product COc1cc(CC(C)=O)ccc1OCCCN1CCC(c2noc3cc(F)ccc23)CC1. Reaction SMILES: [Br:17][CH2:18][CH2:19][CH2:20][O:21][c:22]1[c:23]([O:32][CH3:33])[cH:24][c:25]([CH2:28][C:29]([CH3:30])=[O:31])[cH:26][cH:27]1.[CH3:34][C:35]#[N:36].[F:1][c:2]1[cH:3][c:4]2[c:5]([c:6]([CH:9]3[CH2:10][CH2:11][NH:12][CH2:13][CH2:14]3)[n:7][o:8]2)[cH:15][cH:16]1>>[F:1][c:2]1[cH:3][c:4]2[c:5]([c:6]([CH:9]3[CH2:10][CH2:11][N:12]([CH2:18][CH2:19][CH2:20][O:21][c:22]4[c:23]([O:32][CH3:33])[cH:24][c:25]([CH2:28][C:29]([CH3:30])=[O:31])[cH:26][cH:27]4)[CH2:13][CH2:14]3)[n:7][o:8]2)[cH:15][cH:16]1. The reactants are O (water), C(C)(=O)OCC (ethyl acetate), BrC=1C=C(C=CC1)CN (3-bromophenylmethylamine), C(=O)C1=CC=C(C=C1)B(O)O (4-formylbenzeneboronic acid), CN(C=O)C (dimethylformamide). Reagents/catalysts: C=1C=CC(=CC1)[P](C=2C=CC=CC2)(C=3C=CC=CC3)[Pd]([P](C=4C=CC=CC4)(C=5C=CC=CC5)C=6C=CC=CC6)([P](C=7C=CC=CC7)(C=8C=CC=CC8)C=9C=CC=CC9)[P](C=1C=CC=CC1)(C=1C=CC=CC1)C=1C=CC=CC1 (tetrakis(triphenylphosphine)palladium). Conditions: temperature 90 celsius, time 2 hour. Product: CNC=1C=C(C=CC1)C1=CC=C(C=C1)C=O (3′-methylaminobiphenyl-4-carbaldehyde). The yield is 76.0%. As a reaction SMILES: Br[C:2]1[CH:3]=[C:4](CN)[CH:5]=[CH:6][CH:7]=1.[CH:10]([C:12]1[CH:17]=[CH:16][C:15](B(O)O)=[CH:14][CH:13]=1)=[O:11].O.C(OCC)(=O)C.[CH3:28][N:29](C)C=O>C1C=CC([P]([Pd]([P](C2C=CC=CC=2)(C2C=CC=CC=2)C2C=CC=CC=2)([P](C2C=CC=CC=2)(C2C=CC=CC=2)C2C=CC=CC=2)[P](C2C=CC=CC=2)(C2C=CC=CC=2)C2C=CC=CC=2)(C2C=CC=CC=2)C2C=CC=CC=2)=CC=1>[CH3:28][NH:29][C:4]1[CH:5]=[C:6]([C:15]2[CH:16]=[CH:17][C:12]([CH:10]=[O:11])=[CH:13][CH:14]=2)[CH:7]=[CH:2][CH:3]=1 |^1:36,38,57,76|. Reported procedure: 5 g (26.8 mmol) of 3-bromophenylmethylamine and 4 g (26.8 mmol) of commercial 4-formylbenzeneboronic acid are dissolved in 50 mL of an aqueous 6/1 mixture of dimethylformamide/aqueous 2 M potassium phosphate. 1.5 g (1.3 mmol, 5 mol %) of tetrakis(triphenylphosphine)palladium are added. The mixture is stirred for 2 hours at 90° C. The reaction is worked up by addition of 50 mL of water and extraction with ethyl acetate. The organic phases are washed with sodium chloride solution and dried over ma...